From a dataset of the Open Reaction Database (ORD), a public repository of structured organic reaction records. describe an organic reaction: reactants, conditions, products, and yield Reactants: C=CCI, Cc1[nH]c2c(Cl)nccc2c1C. Product: C=CCn1c(C)c(C)c2ccnc(Cl)c21. RXN SMILES: [CH2:13]([CH:14]=[CH2:15])[I:16].[Cl:1][c:2]1[n:3][cH:4][cH:5][c:6]2[c:7]1[nH:8][c:9]([CH3:12])[c:10]2[CH3:11]>>[Cl:1][c:2]1[n:3][cH:4][cH:5][c:6]2[c:7]1[n:8]([CH2:15][CH:14]=[CH2:13])[c:9]([CH3:12])[c:10]2[CH3:11]. The reactants are C#CCNC(=O)OC(C)(C)C, C1CCOC1, [Li]CCCC, CCn1nc(-c2ccccc2)cc1C(=O)N(C)OC. Product: CCn1nc(-c2ccccc2)cc1C(=O)C#CCNC(=O)OC(C)(C)C. RXN SMILES: [C:1]([CH3:2])([CH3:3])([CH3:4])[O:5][C:6](=[O:7])[NH:8][CH2:9][C:10]#[CH:11].[CH2:36]1[O:37][CH2:38][CH2:39][CH2:40]1.[CH3:12][CH2:13][CH2:14][CH2:15][Li:16].[CH3:17][O:18][N:19]([C:20](=[O:21])[c:22]1[n:23]([CH2:33][CH3:34])[n:24][c:25](-[c:27]2[cH:28][cH:29][cH:30][cH:31][cH:32]2)[cH:26]1)[CH3:35]>>[C:1]([CH3:2])([CH3:3])([CH3:4])[O:5][C:6](=[O:7])[NH:8][CH2:9][C:10]#[C:11][C:20](=[O:21])[c:22]1[n:23]([CH2:33][CH3:34])[n:24][c:25](-[c:27]2[cH:28][cH:29][cH:30][cH:31][cH:32]2)[cH:26]1. Starting materials: BrCCCCBr, CC(C)(C)[O-], CN(C)C=O, [K+], O=C1Nc2ccccc2C1=O. Yields the product O=C1C(=O)N(CCCCBr)c2ccccc21. RXN SMILES: [Br:18][CH2:19][CH2:20][CH2:21][CH2:22][Br:23].[CH3:12][C:13]([CH3:14])([O-:15])[CH3:16].[CH3:24][N:25]([CH3:26])[CH:27]=[O:28].[K+:17].[O:1]=[C:2]1[NH:3][c:4]2[cH:5][cH:6][cH:7][cH:8][c:9]2[C:10]1=[O:11]>>[O:1]=[C:2]1[N:3]([CH2:22][CH2:21][CH2:20][CH2:19][Br:18])[c:4]2[cH:5][cH:6][cH:7][cH:8][c:9]2[C:10]1=[O:11]. Procedure details: 0.12 mol of N-formylpiperidine in 20 ml of tetrahydrofuran is added to 0.1 mol of 4-(4-pentycyclohex-1-enyl)- 2,3-difluorophenyllithium (prepared from the benzene with n-butyllithium in tetrahydrofuran/tetramethylethylenediamine analogously to Example 7a)) at -70° C. and the mixture is warmed to -20° C. in the course of 1 hour. Acidification and customary working up give the aldehyde. Reaction conditions: temperature -20 celsius. Reaction SMILES: C(N1[CH2:8][CH2:7][CH2:6][CH2:5][CH2:4]1)=O.[F:9][C:10]1[C:15]([F:16])=[CH:14][CH:13]=[CH:12][C:11]=1[Li].[CH:18]1[CH:23]=[CH:22][CH:21]=[CH:20][CH:19]=1.C([Li])CCC.[O:29]1CCC[CH2:30]1>O1CCCC1.CN(C)CCN(C)C>[CH2:4]([CH:18]1[CH2:23][CH2:22][C:21]([C:14]2[CH:13]=[CH:12][C:11]([CH:30]=[O:29])=[C:10]([F:9])[C:15]=2[F:16])=[CH:20][CH2:19]1)[CH2:5][CH2:6][CH2:7][CH3:8] |f:5.6|. The solvent is O1CCCC1.CN(CCN(C)C)C (tetrahydrofuran tetramethylethylenediamine). The reactants are C(=O)N1CCCCC1 (N-formylpiperidine), FC1=C(C=CC=C1F)[Li] (2,3-difluorophenyllithium), O1CCCC1 (tetrahydrofuran), C1=CC=CC=C1 (benzene), C(CCC)[Li] (n-butyllithium). Yields the product C(CCCC)C1CC=C(CC1)C1=C(C(=C(C=O)C=C1)F)F (4-(4-Pentylcyclohex-1-enyl)-2,3-difluorobenzaldehyde). Starting materials: CCN=C=NCCCN(C)C.Cl (EDCI hydrochloride), CC(COC1=C(C=CC=C1OC)/C=C/C=1N=C2SC=CN2C1C(=O)O)(C)C (6-{(E)-2-[2-(2,2-Dimethylpropoxy)-3-methoxyphenyl]vinyl}imidazo[2,1-b][1,3]thiazole-5-carboxylic acid), C(C)(C)(C)C=1N=C(SC1)N (4-tert-butyl-1,3-thiazol-2-amine). The reagents and catalysts are CN(C)C=1C=CN=CC1 (DMAP). The solvent is C(Cl)Cl (DCM), CN(C)C=O (DMF). Yields the product CC(COC1=C(C=CC=C1OC)/C=C/C=1N=C2SC=CN2C1C(=O)NC=1SC=C(N1)C(C)(C)C)(C)C (6-{(E)-2-[2-(2,2-Dimethylpropoxy)-3-methoxyphenyl]vinyl}-N-[4-(tert-butyl)-1,3-thiazol-2-yl]imidazo[2,1-b][1,3]thiazole-5-carboxamide), product. As a reaction SMILES: [CH3:1][C:2]([CH3:27])([CH3:26])[CH2:3][O:4][C:5]1[C:10]([O:11][CH3:12])=[CH:9][CH:8]=[CH:7][C:6]=1/[CH:13]=[CH:14]/[C:15]1[N:16]=[C:17]2[N:21]([C:22]=1[C:23]([OH:25])=O)[CH:20]=[CH:19][S:18]2.[C:28]([C:32]1[N:33]=[C:34]([NH2:37])[S:35][CH:36]=1)([CH3:31])([CH3:30])[CH3:29].CCN=C=NCCCN(C)C.Cl>CN(C1C=CN=CC=1)C.C(Cl)Cl.CN(C=O)C>[CH3:27][C:2]([CH3:1])([CH3:26])[CH2:3][O:4][C:5]1[C:10]([O:11][CH3:12])=[CH:9][CH:8]=[CH:7][C:6]=1/[CH:13]=[CH:14]/[C:15]1[N:16]=[C:17]2[N:21]([C:22]=1[C:23]([NH:37][C:34]1[S:35][CH:36]=[C:32]([C:28]([CH3:31])([CH3:30])[CH3:29])[N:33]=1)=[O:25])[CH:20]=[CH:19][S:18]2 |f:2.3|. Procedure details: The title compound was prepared according to the general procedure (Method B) by coupling Intermediate 3 (150 mg, 0.388 mmol) with 4-tert-butyl-1,3-thiazol-2-amine (72 mg, 0.465 mmol) in the presence of EDCI hydrochloride (148 mg, 0.776 mmol) and DMAP (71 mg, 0.582 mmol) in a mixture of DCM and DMF (4:1, 10 mL) to give 70 mg of the product as an off-white solid; 1H NMR (300 MHz, DMSO-d6) δ 1.06 (s, 9H), 1.33 (s, 9H), 3.57 (s, 2H), 3.80 (s, 3H), 6.58 (s, 1H), 6.98 (d, J=8.1 Hz, 1H), 7.10 (t, J=7.... Reactants: ClCCl, Cc1ccc(C(O)(Cc2nnnn2C)c2ccc(C)cc2C)c(C)c1, [K+], O=S(=O)([O-])O. Yields the product Cc1ccc(C(=Cc2nnnn2C)c2ccc(C)cc2C)c(C)c1. RXN SMILES: [CH2:32]([Cl:33])[Cl:34].[CH3:1][c:2]1[c:3]([C:9]([CH2:10][c:11]2[n:12][n:13][n:14][n:15]2[CH3:16])([OH:17])[c:18]2[c:19]([CH3:25])[cH:20][c:21]([CH3:24])[cH:22][cH:23]2)[cH:4][cH:5][c:6]([CH3:8])[cH:7]1.[K+:31].[S:26]([O-:27])([OH:28])(=[O:29])=[O:30]>>[CH3:1][c:2]1[c:3]([C:9](=[CH:10][c:11]2[n:12][n:13][n:14][n:15]2[CH3:16])[c:18]2[c:19]([CH3:25])[cH:20][c:21]([CH3:24])[cH:22][cH:23]2)[cH:4][cH:5][c:6]([CH3:8])[cH:7]1. Starting materials: OC1=CC=CC2=C1C=CO2 (4-hydroxybenzofuran), [H][H] (hydrogen), [H][H] (hydrogen). Reagents/catalysts: [Pd] (palladium on carbon). The solvent is C(C)(=O)O (acetic acid). The product is OC1=CC=CC2=C1CCO2 (4-hydroxy-dihyrobenzofuran). Isolated yield 101.0%. RXN SMILES: [OH:1][C:2]1[C:7]2[CH:8]=[CH:9][O:10][C:6]=2[CH:5]=[CH:4][CH:3]=1.[H][H]>C(O)(=O)C.[Pd]>[OH:1][C:2]1[C:7]2[CH2:8][CH2:9][O:10][C:6]=2[CH:5]=[CH:4][CH:3]=1. Reported procedure: At ambient temperature a rapidly stirred solution of 4-hydroxybenzofuran (2.0 g) (prepared by the method of G. Keen & P. Maddocks Syn. Comm., 16(13), 1635-1640 (1986)) in glacial acetic acid (30 ml) containing 30% palladium on carbon (0.2 g) was exposed to an atmosphere of hydrogen. When uptake of hydrogen had ceased the solution was filtered and the filter cake washed with glacial acetic acid. The combined filtrates were evaporated to dryness to give of 4-hydroxy-dihyrobenzofuran (2.05 g) 1H NM... Reaction conditions: temperature 160 celsius. The solvent is C(Cl)(Cl)Cl (CHCl3), C(Cl)(Cl)Cl (CHCl3), I (HI), CC(C)O (iPrOH). Reactants: N1=C(C=CC=C1)C(O)(C1=CN=CN1C(C1=CC=CC=C1)(C1=CC=CC=C1)C1=CC=CC=C1)C=1C=CC=C2C=CC=NC12 (pyridin-2-yl(quinolin-8-yl)(1-trityl-1H-imidazol-5-yl)methanol), N1=C(C=CC=C1)C(O)(C1=CN=CN1C(C1=CC=CC=C1)(C1=CC=CC=C1)C1=CC=CC=C1)C=1C=CC=C2C=CC=NC12 (pyridin-2-yl(quinolin-8-yl)(1-trityl-1H-imidazol-5-yl)methanol), red phosphorus, ice water, [OH-].[Na+] (NaOH). Reported procedure: A mixture of pyridin-2-yl(quinolin-8-yl)(1-trityl-1H-imidazol-5-yl)methanol (Intermediate 14) (385 mg, 0.70 mmol) in 57% aqueous HI (10 mL) and iPrOH (2 mL) was added red phosphorus (219 mg, 7.0 mmol) in a resealable tube was heated at 160° C. for 16 h. The mixture was then cooled to room temperature and poured into ice-water, which was then basified with NaOH and diluted with CHCl3. The residue was isolated in a typical aqueous workup using CHCl3 and purified by MPLC with 5 to 15% MeOH:CH2Cl2 t... Yields the product N1C=NC=C1C(C=1C=CC=C2C=CC=NC12)C1=NC=CC=C1 (8-((1H-imidazol-5-yl)(pyridin-2-yl)methyl)quinoline), ( 658 ). As a reaction SMILES: [N:1]1[CH:6]=[CH:5][CH:4]=[CH:3][C:2]=1[C:7]([C:33]1[CH:34]=[CH:35][CH:36]=[C:37]2[C:42]=1[N:41]=[CH:40][CH:39]=[CH:38]2)([C:9]1[N:13](C(C2C=CC=CC=2)(C2C=CC=CC=2)C2C=CC=CC=2)[CH:12]=[N:11][CH:10]=1)O.[OH-].[Na+]>I.CC(O)C.C(Cl)(Cl)Cl>[NH:13]1[C:9]([CH:7]([C:2]2[CH:3]=[CH:4][CH:5]=[CH:6][N:1]=2)[C:33]2[CH:34]=[CH:35][CH:36]=[C:37]3[C:42]=2[N:41]=[CH:40][CH:39]=[CH:38]3)=[CH:10][N:11]=[CH:12]1 |f:1.2|. Reactants: BrC=1C=CC2=C(C=3N(CCO2)C=C(N3)C3=NC(=NN3C(C)C)C)C1 (10-bromo-2-(1-isopropyl-3-methyl-1H-1,2,4-triazol-5-yl)-5,6-dihydrobenzo[f]imidazo[1,2-d][1,4]oxazepine), FC1=CC=C(C=N1)B(O)O (6-fluoropyridin-3-ylboronic acid). The product is FC1=CC=C(C=N1)C=1C=CC2=C(C=3N(CCO2)C=C(N3)C3=NC(=NN3C(C)C)C)C1 (10-(6-fluoropyridin-3-yl)-2-(1-isopropyl-3-methyl-1H-1,2,4-triazol-5-yl)-5,6-dihydrobenzo[f]imidazo[1,2-d][1,4]oxazepine). Isolated yield 39.0%. RXN SMILES: Br[C:2]1[CH:3]=[CH:4][C:5]2[O:11][CH2:10][CH2:9][N:8]3[CH:12]=[C:13]([C:15]4[N:19]([CH:20]([CH3:22])[CH3:21])[N:18]=[C:17]([CH3:23])[N:16]=4)[N:14]=[C:7]3[C:6]=2[CH:24]=1.[F:25][C:26]1[N:31]=[CH:30][C:29](B(O)O)=[CH:28][CH:27]=1>>[F:25][C:26]1[N:31]=[CH:30][C:29]([C:2]2[CH:3]=[CH:4][C:5]3[O:11][CH2:10][CH2:9][N:8]4[CH:12]=[C:13]([C:15]5[N:19]([CH:20]([CH3:22])[CH3:21])[N:18]=[C:17]([CH3:23])[N:16]=5)[N:14]=[C:7]4[C:6]=3[CH:24]=2)=[CH:28][CH:27]=1. Procedure details: 10-bromo-2-(1-isopropyl-3-methyl-1H-1,2,4-triazol-5-yl)-5,6-dihydrobenzo[f]imidazo[1,2-d][1,4]oxazepine was reacted with 6-fluoropyridin-3-ylboronic acid to give 10-(6-fluoropyridin-3-yl)-2-(1-isopropyl-3-methyl-1H-1,2,4-triazol-5-yl)-5,6-dihydrobenzo[f]imidazo[1,2-d][1,4]oxazepine (0.121 g, 39%). 1H NMR (500 MHz, DMSO) δ 8.67 (d, J=2.4, 1H), 8.52 (d, J=2.6, 1H), 8.25 (td, J=8.2, 2.7, 1H), 7.92 (s, 1H), 7.68 (dd, J=8.5, 2.5, 1H), 7.31 (dd, J=8.4, 2.8, 1H), 7.19 (d, J=8.5, 1H), 5.69 (dt, J=13.3, ...